Task: describe an organic reaction: reactants, conditions, products, and yield. Dataset: the Open Reaction Database (ORD), a public repository of structured organic reaction records Reactants: CCOC(C)=O, COC(=O)Nc1ccc(NCC2CCC(F)(F)CC2)c([N+](=O)[O-])c1. Product: COC(=O)Nc1ccc(NCC2CCC(F)(F)CC2)c(N)c1. RXN SMILES: [CH3:25][CH2:26][O:27][C:28]([CH3:29])=[O:30].[F:1][C:2]1([F:24])[CH2:3][CH2:4][CH:5]([CH2:8][NH:9][c:10]2[c:11]([N+:21]([O-:22])=[O:23])[cH:12][c:13]([NH:16][C:17]([O:18][CH3:19])=[O:20])[cH:14][cH:15]2)[CH2:6][CH2:7]1>>[F:1][C:2]1([F:24])[CH2:3][CH2:4][CH:5]([CH2:8][NH:9][c:10]2[c:11]([NH2:21])[cH:12][c:13]([NH:16][C:17]([O:18][CH3:19])=[O:20])[cH:14][cH:15]2)[CH2:6][CH2:7]1. The reactants are CS(=O)(=O)Cl, CC1(CO)NC(=O)N(c2ccc(Cl)c(C(F)(F)F)c2)C1=O, ClCCl. Product: CC1(COS(C)(=O)=O)NC(=O)N(c2ccc(Cl)c(C(F)(F)F)c2)C1=O. As a reaction SMILES: [CH3:22][S:23]([Cl:24])(=[O:25])=[O:26].[Cl:1][c:2]1[c:3]([C:18]([F:19])([F:20])[F:21])[cH:4][c:5]([N:8]2[C:9](=[O:17])[NH:10][C:11]([CH3:14])([CH2:15][OH:16])[C:12]2=[O:13])[cH:6][cH:7]1.[Cl:27][CH2:28][Cl:29]>>[Cl:1][c:2]1[c:3]([C:18]([F:19])([F:20])[F:21])[cH:4][c:5]([N:8]2[C:9](=[O:17])[NH:10][C:11]([CH3:14])([CH2:15][O:16][S:23]([CH3:22])(=[O:25])=[O:26])[C:12]2=[O:13])[cH:6][cH:7]1. Reactants: 1, C(CCC)OC1=C(C=C(C(=C1)C)OCC1=CC=CC=C1)C (1-Butoxy-2,5-dimethyl-4-(phenylmethoxy)benzene), [H][H] (hydrogen). The reagents and catalysts are [Pd] (palladium on carbon). Run in CO (methanol). The product is C(CCC)OC1=CC(=C(C=C1C)O)C (4-Butoxy-2,5-dimethylphenol). RXN SMILES: [CH2:1]([O:5][C:6]1[CH:11]=[C:10]([CH3:12])[C:9]([O:13]CC2C=CC=CC=2)=[CH:8][C:7]=1[CH3:21])[CH2:2][CH2:3][CH3:4].[H][H]>CO.[Pd]>[CH2:1]([O:5][C:6]1[C:7]([CH3:21])=[CH:8][C:9]([OH:13])=[C:10]([CH3:12])[CH:11]=1)[CH2:2][CH2:3][CH3:4]. Reported procedure: A solution of 11.2 g (39.5 mmol) of 1 butoxy-2,5-dimethyl-4-(phenylmethoxy)benzene (Example L) in 100 mL of methanol containing 1 g of 20% palladium on carbon is shaken under three atmospheres of hydrogen for 1 hour. The catalyst is removed and the solvent evaporated in vacuo to afford 7.6 g of the title compound; mp 43°-45° C. The reactants are C1(\C=C/C(=O)O1)=O (maleic anhydride), Cl.CN1CCC(=CC1)C=CC1=CC=CC=C1 (1,2,3,6-tetrahydro-1-methyl-4-styrylpyridine hydrochloride). Solvent: C(C)(=O)O (acetic acid). Product: Cl.CN1CC2C3C(C(C=C2CC1)C1=CC=CC=C1)C(=O)OC3=O (1,2,3,4,6,7,8,8a-Octahydro-2-methyl-6-phenyl-7,8-isoquinoline-dicarboxylic acid anhydride, hydrochloride). Reaction SMILES: [C:1]1(=[O:7])[O:6][C:4](=[O:5])[CH:3]=[CH:2]1.[ClH:8].[CH3:9][N:10]1[CH2:15][CH:14]=[C:13]([CH:16]=[CH:17][C:18]2[CH:23]=[CH:22][CH:21]=[CH:20][CH:19]=2)[CH2:12][CH2:11]1>C(O)(=O)C>[ClH:8].[CH3:9][N:10]1[CH2:11][CH2:12][C:13]2[CH:14]([CH:3]3[C:4](=[O:5])[O:6][C:1](=[O:7])[CH:2]3[CH:17]([C:18]3[CH:23]=[CH:22][CH:21]=[CH:20][CH:19]=3)[CH:16]=2)[CH2:15]1 |f:1.2,4.5|. Procedure details: A solution of 50 g. maleic anhydride and 10 g. 1,2,3,6-tetrahydro-1-methyl-4-styrylpyridine hydrochloride, from example 7, in 100 ml. acetic acid and 100 ml. acetic anhydride previously thoroughly sparged with dry nitrogen is refluxed gently for 3 hours under nitrogen. The reaction mixture is concentrated to 100 ml. volume, and flushed with 300 ml. benzene to remove most of the remaining solvent. The residue is triturated with benzene several times to give 17.5 g. of a crude brown product. This ... Reactants: C(=C)C1=CC=C(C=C1)CC(=O)O (4-Vinylphenylacetic acid), FC(C(=O)OC(C(F)(F)F)=O)(F)F (Trifluoroacetic anhydride), O1CCCC1 (Tetrahydrofuran). Run at temperature 5 celsius, time 2 hour. Product: C(=C)C1=CC=C(C=C1)CC(=O)OC(C)(C)C (tert-Butyl 4-vinylphenylacetate). Yield: 90.0%. RXN SMILES: [CH:1]([C:3]1[CH:8]=[CH:7][C:6]([CH2:9][C:10]([OH:12])=[O:11])=[CH:5][CH:4]=1)=[CH2:2].F[C:14](F)(F)C(OC(=O)C(F)(F)F)=O.O1[CH2:30][CH2:29][CH2:28]C1>>[CH:1]([C:3]1[CH:8]=[CH:7][C:6]([CH2:9][C:10]([O:12][C:29]([CH3:28])([CH3:30])[CH3:14])=[O:11])=[CH:5][CH:4]=1)=[CH2:2]. Procedure: 4-Vinylphenylacetic acid 34 (8.15 g, 50.3 mmol) was placed in a three-neck round bottom flask attached with a thermometer, and an addition funnel with a drying tube. Tetrahydrofuran (80 mL, distilled over Na/K alloy) was added to the reaction flask, and the solution was cooled with an ice bath. Trifluoroacetic anhydride (15 mL, 106.2 mmol) was slowly added using an addition funnel so that the reaction temperature was kept below 10° C. The solution was allowed to stir at 5° C. for 2 h. A solution... Product: C1(CCCCC1)C=1NS(C2=C(N1)C=CC=C2)(=O)=O (3-Cyclohexyl-1,2-dihydro-1,2,4-benzothiadiazine-1,1-dioxide). Reaction SMILES: [NH2:1][C:2]1[CH:7]=[CH:6][CH:5]=[CH:4][C:3]=1[S:8]([NH2:11])(=[O:10])=[O:9].[CH:12]1([C:18](Cl)=O)[CH2:17][CH2:16][CH2:15][CH2:14][CH2:13]1>>[CH:12]1([C:18]2[NH:11][S:8](=[O:9])(=[O:10])[C:3]3[CH:4]=[CH:5][CH:6]=[CH:7][C:2]=3[N:1]=2)[CH2:17][CH2:16][CH2:15][CH2:14][CH2:13]1. The reactants are NC1=C(C=CC=C1)S(=O)(=O)N (2-Aminobenzenesulfonamide), C1(CCCCC1)C(=O)Cl (cyclohexanecarbonyl chloride). Procedure details: 2-Aminobenzenesulfonamide was transformed by Method E (using cyclohexanecarbonyl chloride). Reactants: FC=1C=CC(=C(C1)C1CC(C=2C(=CC=NC2C1)C)=O)C (7-(5-fluoro-2-methylphenyl)-4-methyl-5,6,7,8-tetrahydroquinolin-5-one), O (water), C(=N)(N)NN.Cl (aminoguanidine hydrochloride), Cl (hydrochloric acid). Solvent: C(C)O (ethanol). The product is Cl.FC=1C=CC(=C(C1)C1CC(C=2C(=CC=NC2C1)C)=NNC(=N)N)C (7-(5-fluoro-2-methylphenyl)-5-guanidinoimino-4-methyl-5,6,7,8-tetrahydroquinoline hydrochloride). Yield: 94.7%. As a reaction SMILES: [F:1][C:2]1[CH:3]=[CH:4][C:5]([CH3:20])=[C:6]([CH:8]2[CH2:17][C:16]3[N:15]=[CH:14][CH:13]=[C:12]([CH3:18])[C:11]=3[C:10](=O)[CH2:9]2)[CH:7]=1.[C:21]([NH:24][NH2:25])([NH2:23])=[NH:22].[ClH:26].Cl.O>C(O)C>[ClH:26].[F:1][C:2]1[CH:3]=[CH:4][C:5]([CH3:20])=[C:6]([CH:8]2[CH2:17][C:16]3[N:15]=[CH:14][CH:13]=[C:12]([CH3:18])[C:11]=3[C:10](=[N:25][NH:24][C:21]([NH2:23])=[NH:22])[CH2:9]2)[CH:7]=1 |f:1.2,6.7|. Procedure: A solution of 7-(5-fluoro-2-methylphenyl)-4-methyl-5,6,7,8-tetrahydroquinolin-5-one (1.1 g) and aminoguanidine hydrochloride (0.54 g) in ethanol (30 ml) was combined with concentrated hydrochloric acid (1.0 ml) and water (1.0 ml) and heated under reflux for 6 hours. The solvent was distilled off under reduced pressure, and the residue was dissolved in water and washed with ethyl acetate. The aqueous layer was made alkaline with aqueous sodium hydrogen carbonate and extracted with ethyl acetate. ...